From a dataset of the Open Reaction Database (ORD), a public repository of structured organic reaction records. describe an organic reaction: reactants, conditions, products, and yield Starting materials: Cc1cc(C)c(N2CCCc3c2nn(C)c3Br)c(Cl)c1, [Li]CCCC, C1CCCCC1, O=C=O, C1CCOC1, c1cnc2c(c1)ccc1cccnc12. Yields the product Cc1cc(C)c(N2CCCc3c2nn(C)c3C(=O)O)c(Cl)c1. RXN SMILES: [Br:1][c:2]1[n:3]([CH3:20])[n:4][c:5]2[c:10]1[CH2:9][CH2:8][CH2:7][N:6]2[c:11]1[c:12]([Cl:19])[cH:13][c:14]([CH3:18])[cH:15][c:16]1[CH3:17].[CH2:35]([Li:36])[CH2:37][CH2:38][CH3:39].[CH2:48]1[CH2:49][CH2:50][CH2:51][CH2:52][CH2:53]1.[O:40]=[C:41]=[O:42].[O:43]1[CH2:44][CH2:45][CH2:46][CH2:47]1.[n:21]1[c:22]2[c:23]([cH:24][cH:25][c:26]3[c:27]2[n:28][cH:29][cH:30][cH:31]3)[cH:32][cH:33][cH:34]1>>[c:2]1([C:41](=[O:40])[OH:42])[n:3]([CH3:20])[n:4][c:5]2[c:10]1[CH2:9][CH2:8][CH2:7][N:6]2[c:11]1[c:12]([Cl:19])[cH:13][c:14]([CH3:18])[cH:15][c:16]1[CH3:17]. Product: CCCCCCCCOc1ccc2c(c1)SCCCC2(C)C. Starting materials: CCCCCCCCBr, CC1(C)CCCSc2cc(O)ccc21, [H-], [Na+], CN(C)C=O. Reaction SMILES: [CH2:17]([CH2:18][CH2:19][CH2:20][CH2:21][CH2:22][CH2:23][CH3:24])[Br:25].[CH3:3][C:4]1([CH3:16])[CH2:5][CH2:6][CH2:7][S:8][c:9]2[c:10]1[cH:11][cH:12][c:13]([OH:15])[cH:14]2.[H-:2].[Na+:1].[O:26]=[CH:27][N:28]([CH3:29])[CH3:30]>>[CH3:3][C:4]1([CH3:16])[CH2:5][CH2:6][CH2:7][S:8][c:9]2[c:10]1[cH:11][cH:12][c:13]([O:15][CH2:17][CH2:18][CH2:19][CH2:20][CH2:21][CH2:22][CH2:23][CH3:24])[cH:14]2. The reactants are ClC=1C=C(C=CC1Cl)C1(CCN(CC1)C(=O)OC(C)(C)C)NC(=O)N1CC=2N=C(N=CC2CC1)NC(C)C (tert-butyl 4-(3,4-dichlorophenyl)-4-(2-(isopropylamino)-5,6,7,8-tetrahydropyrido[3,4-d]pyrimidine-7-carboxamido)piperidine-1-carboxylate), CO (MeOH), O1CCOCC1.Cl (HCl dioxane). Run in CCOCC (Et2O), C(Cl)Cl (DCM). The product is ClC=1C=C(C=CC1Cl)C1(CCNCC1)NC(=O)N1CC=2N=C(N=CC2CC1)NC(C)C (N-(4-(3,4-dichlorophenyl)piperidin-4-yl)-2-(isopropylamino)-5,6-dihydropyrido[3,4-d]pyrimidine-7(8H)-carboxamide). RXN SMILES: [Cl:1][C:2]1[CH:3]=[C:4]([C:9]2([NH:22][C:23]([N:25]3[CH2:34][CH2:33][C:32]4[CH:31]=[N:30][C:29]([NH:35][CH:36]([CH3:38])[CH3:37])=[N:28][C:27]=4[CH2:26]3)=[O:24])[CH2:14][CH2:13][N:12](C(OC(C)(C)C)=O)[CH2:11][CH2:10]2)[CH:5]=[CH:6][C:7]=1[Cl:8].CO.O1CCOCC1.Cl>C(Cl)Cl.CCOCC>[Cl:1][C:2]1[CH:3]=[C:4]([C:9]2([NH:22][C:23]([N:25]3[CH2:34][CH2:33][C:32]4[CH:31]=[N:30][C:29]([NH:35][CH:36]([CH3:38])[CH3:37])=[N:28][C:27]=4[CH2:26]3)=[O:24])[CH2:14][CH2:13][NH:12][CH2:11][CH2:10]2)[CH:5]=[CH:6][C:7]=1[Cl:8] |f:2.3|. Reported procedure: To a stirred solution of 362 (102 mg, 0.1810 mmol) in DCM (1.8 mL) at RT in a capped flask was added MeOH (180 μL) followed by 4M HCl dioxane solution (452.5 μL, 1.810 mmol). After 2 h the reaction was diluted with Et2O (5 mL) which produced a coarse yellow precipitate. The solid was filtered off and washed with generous amounts of ether to afford 80 mg (80%) of I-93 as a pale yellow solid which was dried under high vacuum: MS m/z (APCI-pos) M+1=463.4. Starting materials: C([O-])([O-])=O.[K+].[K+] (Potassium carbonate), FC(S(=O)(=O)OC1=CC(=C(C(=C1)C)Br)C)(F)F (4-bromo-3,5-dimethylphenyl trifluoromethanesulfonate), O1CCC(=CC1)B1OC(C)(C)C(C)(C)O1 (3,6-dihydro-2H-pyran-4-boronic acid pinacol ester). Run in CN(C)C=O (DMF). Reaction conditions: temperature 85 celsius, time 4 hour. Yields the product BrC1=C(C=C(C=C1C)C=1CCOCC1)C (4-(4-bromo-3,5-dimethylphenyl)-3,6-dihydro-2H-pyran). RXN SMILES: C(=O)([O-])[O-].[K+].[K+].FC(F)(F)S(O[C:13]1[CH:18]=[C:17]([CH3:19])[C:16]([Br:20])=[C:15]([CH3:21])[CH:14]=1)(=O)=O.[O:24]1[CH2:29][CH:28]=[C:27](B2OC(C)(C)C(C)(C)O2)[CH2:26][CH2:25]1>CN(C=O)C>[Br:20][C:16]1[C:17]([CH3:19])=[CH:18][C:13]([C:27]2[CH2:28][CH2:29][O:24][CH2:25][CH:26]=2)=[CH:14][C:15]=1[CH3:21] |f:0.1.2|. Procedure: Potassium carbonate (1.99 g) and Pd(dppf)Cl2-DCM complex (196 mg) were added to a solution of 4-bromo-3,5-dimethylphenyl trifluoromethanesulfonate (1.6 g) and 3,6-dihydro-2H-pyran-4-boronic acid pinacol ester (CAS No. 287944-16-5) (1.11 g) in DMF (16 mL). The reaction mixture was stirred at 85° C. for four hours. The reaction mixture was returned to room temperature, and the reaction mixture was then concentrated under reduced pressure. MTBE, water and brine were added to the residue, and the or... Starting materials: [OH-].[K+] (potassium hydroxide), C(C1=CC=CC=C1)SCCC(C(=O)OC)N(S(=O)(=O)C1=CC=C(C=C1)OC)CC(C)C (Methyl 4-(benzylsulphanyl)-2-{isobutyl-[(4-methoxyphenyl)sulphonyl]amino}butanoate). The solvent is O1CCOCC1.O (dioxane water). Reaction conditions: temperature 50 celsius, time 3 hour. Yields the product C(C1=CC=CC=C1)SCCC(C(=O)O)N(S(=O)(=O)C1=CC=C(C=C1)OC)CC(C)C (4-(Benzylsulfanyl)-2-{isobutyl-[(4-methoxyphenyl)sulphonyl]amino}butanoic acid). Reaction SMILES: [OH-].[K+].[CH2:3]([S:10][CH2:11][CH2:12][CH:13]([N:18]([CH2:30][CH:31]([CH3:33])[CH3:32])[S:19]([C:22]1[CH:27]=[CH:26][C:25]([O:28][CH3:29])=[CH:24][CH:23]=1)(=[O:21])=[O:20])[C:14]([O:16]C)=[O:15])[C:4]1[CH:9]=[CH:8][CH:7]=[CH:6][CH:5]=1>O1CCOCC1.O>[CH2:3]([S:10][CH2:11][CH2:12][CH:13]([N:18]([CH2:30][CH:31]([CH3:33])[CH3:32])[S:19]([C:22]1[CH:23]=[CH:24][C:25]([O:28][CH3:29])=[CH:26][CH:27]=1)(=[O:21])=[O:20])[C:14]([OH:16])=[O:15])[C:4]1[CH:5]=[CH:6][CH:7]=[CH:8][CH:9]=1 |f:0.1,3.4|. Procedure: 1.77 mmol of potassium hydroxide are added to 0.95 mmol of the compound obtained in Step C in a 3/1 mixture of dioxane/water. After stirring for 3 hours at 50° C., the dioxane is evaporated off, the residual aqueous phase is diluted with water, acidified to pH 2 by the addition of a 5% hydrochloric acid solution, and then extracted with ethyl acetate. The combined organic phases are washed, dried and filtered and then evaporated under reduced pressure. Chromatography on silica gel (dichlorometha... Reactants: C(C)(=O)C1C(CC=CC1C)(C)C (1-acetyl-2,2,6-trimethyl-4-cyclohexene). The reagents and catalysts are [Pd] (palladium on charcoal). Run in C(C)O (ethanol). Product: C(C)(=O)[C@@H]1C(CCC[C@@H]1C)(C)C (cis-1-acetyl-2,2,6-trimethylcyclohexane). RXN SMILES: [C:1]([CH:4]1[CH:9]([CH3:10])[CH:8]=[CH:7][CH2:6][C:5]1([CH3:12])[CH3:11])(=[O:3])[CH3:2]>C(O)C.[Pd]>[C:1]([C@H:4]1[C@@H:9]([CH3:10])[CH2:8][CH2:7][CH2:6][C:5]1([CH3:11])[CH3:12])(=[O:3])[CH3:2]. Procedure: 464 g 1-acetyl-2,2,6-trimethyl-4-cyclohexene (V, prepared according to K. S. Ayyar Chem. Comm. 1973, 161) (2.8 moles) in 800 ml of ethanol and 3 g 10% palladium on charcoal are hydrogenated in an autoclave under a pressure of 50 atm and at 50°C. After the uptake ceases, the reaction mixture is filtered and concentrated by distillation under reduced pressure. The product cis-1-acetyl-2,2,6-trimethylcyclohexane (VI, containing about 10% of the trans isomer) is collected at 83°-88°C/12 mm; yield 42... Starting materials: C(=O)(OC(C)(C)C)N1CCNCC1 (1-BOC-piperazine), C(C)(=O)O (acetic acid), [BH-](OC(=O)C)(OC(=O)C)OC(=O)C.[Na+] (NaB(OAc)3H), OCC=1N(C=2C=C(C=C(C2C1)C=O)C(F)(F)F)S(=O)(=O)C1=CC=CC=C1 (2-(Hydroxymethyl)-1-(phenylsulfonyl)-6-(trifluoromethyl)-1H-indole-4-carbaldehyde), OCC=1N(C2=CC(=CC(=C2C1)C(F)(F)F)C=O)S(=O)(=O)C1=CC=CC=C1 (2-(Hydroxymethyl)-1-(phenylsulfonyl)-4-(trifluoromethyl)-1H-indole-6-carbaldehyde), OCC=1N(C2=CC(=CC(=C2C1)C(F)(F)F)C=O)S(=O)(=O)C1=CC=CC=C1 (2-(Hydroxymethyl)-1-(phenylsulfonyl)-4-(trifluoromethyl)-1H-indole-6-carbaldehyde). Solvent: C1CCOC1 (THF). Yields the product C1(=CC=CC=C1)S(=O)(=O)N1C(=CC2=C(C=C(C=C12)C(F)(F)F)CN1CCNCC1)CO ([1-(phenylsulfonyl)-4-(piperazin-1-ylmethyl)-6-(trifluoromethyl)-1H-indol-2-yl]methanol). RXN SMILES: [OH:1][CH2:2][C:3]1[N:4]([S:18]([C:21]2[CH:26]=[CH:25][CH:24]=[CH:23][CH:22]=2)(=[O:20])=[O:19])[C:5]2[CH:6]=[C:7]([C:14]([F:17])([F:16])[F:15])[CH:8]=[C:9]([CH:12]=O)[C:10]=2[CH:11]=1.OCC1N(S(C2C=CC=CC=2)(=O)=O)C2C(C=1)=C(C(F)(F)F)C=C(C=O)C=2.C([N:60]1[CH2:65][CH2:64][NH:63][CH2:62][CH2:61]1)(OC(C)(C)C)=O.C(O)(=O)C.[BH-](OC(C)=O)(OC(C)=O)OC(C)=O.[Na+]>C1COCC1>[C:21]1([S:18]([N:4]2[C:5]3[C:10](=[C:9]([CH2:12][N:60]4[CH2:65][CH2:64][NH:63][CH2:62][CH2:61]4)[CH:8]=[C:7]([C:14]([F:17])([F:15])[F:16])[CH:6]=3)[CH:11]=[C:3]2[CH2:2][OH:1])(=[O:20])=[O:19])[CH:26]=[CH:25][CH:24]=[CH:23][CH:22]=1 |f:4.5|. Procedure details: 2-(Hydroxymethyl)-1-(phenylsulfonyl)-6-(trifluoromethyl)-1H-indole-4-carbaldehyde and 2-(Hydroxymethyl)-1-(phenylsulfonyl)-4-(trifluoromethyl)-1H-indole-6-carbaldehyde (Intermediates 71) in dry THF (8 mL), was distributed into two micro wave vials (47 mg, 0.12 mmol, in each), where after 1-BOC-piperazine (46 mg, 0.25 mmol), acetic acid (70 μL, 1.23 mmol) and NaB(OAc)3H (78 mg, 0.37 mmol) were added to each vial. The mixtures were irradiated with microwaves for 720 s at 130° C., filtered and conc...